From a dataset of the Open Reaction Database (ORD), a public repository of structured organic reaction records. describe an organic reaction: reactants, conditions, products, and yield Reactants: FC=1C=C2C(N(C(NC2=CC1[N+](=O)[O-])=O)NS(=O)(=O)C)=O (N-(6-Fluoro-7-nitro-2,4-dioxo-1,4-dihydro-2H-quinazolin-3-yl)-methanesulfonamide), CC=1N=CNC1 (4-methyl-1H-imidazole). Yields the product CC=1N=CN(C1)C=1C=C2C(N(C(NC2=CC1[N+](=O)[O-])=O)NS(=O)(=O)C)=O (N-[6-(4-Methyl-imidazol-1-yl)-7-nitro-2,4-dioxo-1,4-dihydro-2H-quinazolin-3-yl]-methanesulfonamide). Yield: 43.0%. As a reaction SMILES: F[C:2]1[CH:3]=[C:4]2[C:9](=[CH:10][C:11]=1[N+:12]([O-:14])=[O:13])[NH:8][C:7](=[O:15])[N:6]([NH:16][S:17]([CH3:20])(=[O:19])=[O:18])[C:5]2=[O:21].[CH3:22][C:23]1[N:24]=[CH:25][NH:26][CH:27]=1>>[CH3:22][C:23]1[N:24]=[CH:25][N:26]([C:2]2[CH:3]=[C:4]3[C:9](=[CH:10][C:11]=2[N+:12]([O-:14])=[O:13])[NH:8][C:7](=[O:15])[N:6]([NH:16][S:17]([CH3:20])(=[O:19])=[O:18])[C:5]3=[O:21])[CH:27]=1. Procedure: N-(6-Fluoro-7-nitro-2,4-dioxo-1,4-dihydro-2H-quinazolin-3-yl)-methanesulfonamide (25 mg, 0.0786 mmol) is reacted with 4-methyl-1H-imidazole according to the GPB affording 12.6 mg (43%) of a yellowish powder as a 5 to 1 regioisomer mixture. Rt=2.11 min. Reactants: starch iodide, S1C=CC2=C1SCCC2=O (5,6-dihydro-4H-thieno[2,3-b]thiopyran-4-one), sulfoxide, sulfone, sulfide, OO (hydrogen peroxide), S(=O)([O-])[O-].[Na+].[Na+] (sodium sulfite), peroxides, OP(=O)(O)O (H3PO4), OO (hydrogen peroxide). Reagents/catalysts: O.O.[O-][W](=O)(=O)[O-].[Na+].[Na+] (sodium tungstate dihydrate). Solvent: C(C)(=O)OCC.C1(=CC=CC=C1)C (ethyl acetate toluene), O (water), O (H2O), CC#N (CH3CN), O (water). Run at temperature 35 celsius, time 1 hour. Yields the product S1C=CC2=C1S(CCC2=O)(=O)=O (5,6-dihydro-4H-thieno[2,3-b]thiopyran-4-one-7,7-dioxide). RXN SMILES: [S:1]1[C:5]2S[CH2:7][CH2:8][C:9](=[O:10])[C:4]=2[CH:3]=[CH:2]1.OO.OP(O)(O)=O.[S:18]([O-:21])([O-])=[O:19].[Na+].[Na+]>O.O.O.[O-][W]([O-])(=O)=O.[Na+].[Na+].CC#N.C(OCC)(=O)C.C1(C)C=CC=CC=1>[S:1]1[C:5]2[S:18](=[O:21])(=[O:19])[CH2:7][CH2:8][C:9](=[O:10])[C:4]=2[CH:3]=[CH:2]1 |f:3.4.5,7.8.9.10.11,13.14|. Procedure details: The ethyl acetate/toluene solution of ketone 3 (118 g, 765 mmol in 1.2 L of 5:1 v:v ethyl acetate/toluene) was charged to a 5-L three-necked round-bottomed flask equipped with an overhead mechanical stirrer, 250-mL pressure-equalizing dropping funnel, and thermocouple temperature probe. The mixture was stirred and water (35 mL) was added to saturate the organic phase. A solution of sodium tungstate dihydrate (11.7 g, 77 mmol) dissolved in water (35 mL) was then added (caution: there is an induct... Reactants: CCCCCC, CN(C)C=O, Cl, O=C(Oc1ccccc1)c1cc(F)c(F)cc1F, [H-], C[N+](=O)[O-], [Na+]. Product: O=C(C[N+](=O)[O-])c1cc(F)c(F)cc1F. As a reaction SMILES: [CH3:26][CH2:27][CH2:28][CH2:29][CH2:30][CH3:31].[CH3:32][N:33]([CH3:34])[CH:35]=[O:36].[ClH:25].[F:7][c:8]1[c:9]([C:10](=[O:11])[O:12][c:13]2[cH:14][cH:15][cH:16][cH:17][cH:18]2)[cH:19][c:20]([F:24])[c:21]([F:23])[cH:22]1.[H-:1].[N+:3](=[O:4])([O-:5])[CH3:6].[Na+:2]>>[N+:3](=[O:4])([O-:5])[CH2:6][C:10]([c:9]1[c:8]([F:7])[cH:22][c:21]([F:23])[c:20]([F:24])[cH:19]1)=[O:11]. The reactants are CC(C)([O-])C.[K+] (potassium t-butoxide), salicyl aldehyde, C1CCOC1.CCO (THF EtOH), BrC(C(=O)OCC)C(=O)OCC (diethyl bromomalonate), CC(C)([O-])C.[K+] (potassium t-butoxide). Yield: 85.0%. Procedure details: A 3-neck round bottomed flask equipped with a mechanical stirrer, a dropping funnel, a gas inlet tube, and a thermometer is charged with 24.4 g (0.2 mol) of salicyl aldehyde (Aldrich) and 800 ml of THF-EtOH (19:1) under a nitrogen atmosphere. To this solution 150 ml (0.24 mol) of potassium t-butoxide in THF (1.6 M) is added dropwise over 20 min at room temperature. A milky yellow precipitate is formed during the addition. The mixture is stirred at room temperature for one hr. A solution of 57.4 ... Reaction SMILES: [CH2:1]1[CH2:5]OC[CH2:2]1.CCO.C[C:10]([CH3:13])([O-:12])[CH3:11].[K+].Br[CH:16]([C:22](OCC)=O)[C:17]([O:19][CH2:20][CH3:21])=[O:18]>C1COCC1.[Cl-].[Na+].O>[O:12]1[C:10]2[CH:13]=[CH:2][CH:1]=[CH:5][C:11]=2[CH:22]=[C:16]1[C:17]([O:19][CH2:20][CH3:21])=[O:18] |f:0.1,2.3,6.7.8|. Reaction conditions: time 1 hour. Run in [Cl-].[Na+].O (brine), C1CCOC1 (THF), C1CCOC1 (THF), C1CCOC1 (THF). Yields the product O1C(=CC2=C1C=CC=C2)C(=O)OCC (ethyl benzofuran-2-carboxylate). The reactants are C(CC=C)N (but-3-en-1-amine), C(C1=CC=CC=C1)=O (Benzaldehyde). Solvent: CO (MeOH). Run at time 18 hour. The product is C(/C1=CC=CC=C1)=N\CCC=C ((E)-N-benzylidenebut-3-en-1-amine). Isolated yield 100.0%. As a reaction SMILES: [CH2:1]([NH2:5])[CH2:2][CH:3]=[CH2:4].[CH:6](=O)[C:7]1[CH:12]=[CH:11][CH:10]=[CH:9][CH:8]=1>CO>[CH:6](=[N:5]/[CH2:1][CH2:2][CH:3]=[CH2:4])\[C:7]1[CH:12]=[CH:11][CH:10]=[CH:9][CH:8]=1. Reported procedure: To a solution of but-3-en-1-amine (580 mg, 8.16 mmol) in anhydrous MeOH (20 mL) was added a dozen molecular sieve beads. Benzaldehyde (865 mg, 8.16 mmol) was added dropwise. The mixture was stirred at rt for 18 hr, The reaction mixture was filtered, and the filtrate was concentrated to dryness to give (E)-N-benzylidenebut-3-en-1-amine (1.30 gm, 8.16 mmol, 99% yield) as a pale yellow oil. 1H NMR (400 MHz, CDCl3) δ ppm 8.28 (s, 1H), 7.76-7.70 (m, 2H), 7.41 (dd, J=5.0, 1.8 Hz, 3H), 5.86 (ddt, J=17.... Starting materials: C(CCC)O (n-butanol), ClC1=CC(=CC(=N1)NC1=NC=CC(=C1)C(F)F)C1CCN(CC1)C1COC1 (6-chloro-N-(4-(difluoromethyl)pyridin-2-yl)-4-(1-(oxetan-3-yl)piperidin-4-yl)pyridin-2-amine). Product: C(CCC)OC1=CC(=CC(=N1)NC1=NC=CC(=C1)C(F)F)C1CCN(CC1)C1COC1 (6-butoxy-N-[4-(difluoromethyl)-2-pyridyl]-4-[1-(oxetan-3-yl)-4-piperidyl]pyridin-2-amine). Isolated yield 31.0%. Reaction SMILES: [CH2:1]([OH:5])[CH2:2][CH2:3][CH3:4].Cl[C:7]1[N:12]=[C:11]([NH:13][C:14]2[CH:19]=[C:18]([CH:20]([F:22])[F:21])[CH:17]=[CH:16][N:15]=2)[CH:10]=[C:9]([CH:23]2[CH2:28][CH2:27][N:26]([CH:29]3[CH2:32][O:31][CH2:30]3)[CH2:25][CH2:24]2)[CH:8]=1>>[CH2:1]([O:5][C:7]1[N:12]=[C:11]([NH:13][C:14]2[CH:19]=[C:18]([CH:20]([F:22])[F:21])[CH:17]=[CH:16][N:15]=2)[CH:10]=[C:9]([CH:23]2[CH2:28][CH2:27][N:26]([CH:29]3[CH2:30][O:31][CH2:32]3)[CH2:25][CH2:24]2)[CH:8]=1)[CH2:2][CH2:3][CH3:4]. Procedure: Reaction of n-butanol (3 equiv) with 6-chloro-N-(4-(difluoromethyl)pyridin-2-yl)-4-(1-(oxetan-3-yl)piperidin-4-yl)pyridin-2-amine (50.0 mg, 0.127 mmol) following general Beller etherification procedure afforded the target compound as a colorless solid (17.0 mg, 31%); 1H NMR (400 MHz, DMSO) δ 9.77 (s, 1H), 8.35 (d, J=5.1 Hz, 1H), 8.22 (s, 1H), 7.19-6.86 (m, 3H), 6.18 (s, 1H), 4.57-4.51 (m, 2H), 4.48-4.42 (m, 2H), 4.25 (t, J=6.8 Hz, 2H), 3.45-3.36 (m, 1H), 2.83-2.75 (m, 2H), 2.46-2.37 (m, 1H), 1.9... The reactants are NC1=C(C(=O)NC2=C(C=C(C(=O)N(C3=C(C=C(C=C3)C)OCCCCCC(=O)N3CCN(CC3)C)C)C=C2)OC)C=CC=C1[N+](=O)[O-] (4-(2-amino-3-nitrobenzoyl)amino-3-methoxy-N-methyl-N-[4-methyl-2-[5-(4-methylpiperazin-1-yl)carbonylpent-1-yloxy]phenyl]benzamide), [Cl-].[NH4+] (ammonium chloride). Reagents/catalysts: [Fe] (iron). The solvent is C(C)O (ethanol), O (water). Conditions: temperature 100 celsius, time 2 hour. Yields the product NC1=C(C(=O)NC2=C(C=C(C(=O)N(C3=C(C=C(C=C3)C)OCCCCCC(=O)N3CCN(CC3)C)C)C=C2)OC)C=CC=C1N (4-(2,3-diaminobenzoyl)amino-3-methoxy-N-methyl-N-[4-methyl-2-[5-(4-methylpiperazin-1-yl)carbonylpent-1-yloxy]phenyl]benzamide). Isolated yield 92.4%. As a reaction SMILES: [NH2:1][C:2]1[C:44]([N+:45]([O-])=O)=[CH:43][CH:42]=[CH:41][C:3]=1[C:4]([NH:6][C:7]1[CH:38]=[CH:37][C:10]([C:11]([N:13]([CH3:36])[C:14]2[CH:19]=[CH:18][C:17]([CH3:20])=[CH:16][C:15]=2[O:21][CH2:22][CH2:23][CH2:24][CH2:25][CH2:26][C:27]([N:29]2[CH2:34][CH2:33][N:32]([CH3:35])[CH2:31][CH2:30]2)=[O:28])=[O:12])=[CH:9][C:8]=1[O:39][CH3:40])=[O:5].[Cl-].[NH4+]>C(O)C.O.[Fe]>[NH2:1][C:2]1[C:44]([NH2:45])=[CH:43][CH:42]=[CH:41][C:3]=1[C:4]([NH:6][C:7]1[CH:38]=[CH:37][C:10]([C:11]([N:13]([CH3:36])[C:14]2[CH:19]=[CH:18][C:17]([CH3:20])=[CH:16][C:15]=2[O:21][CH2:22][CH2:23][CH2:24][CH2:25][CH2:26][C:27]([N:29]2[CH2:34][CH2:33][N:32]([CH3:35])[CH2:31][CH2:30]2)=[O:28])=[O:12])=[CH:9][C:8]=1[O:39][CH3:40])=[O:5] |f:1.2|. Reported procedure: To a solution of 4-(2-amino-3-nitrobenzoyl)amino-3-methoxy-N-methyl-N-[4-methyl-2-[5-(4-methylpiperazin-1-yl)carbonylpent-1-yloxy]phenyl]benzamide (3.88 g) in ethanol (40 ml) were added a solution of ammonium chloride (385 mg) in water (10 ml) and iron powder (2.01 g) and the mixture was stirred at 100° C. for 2 hours. The mixture was filtered through a bed of celite and the filtrate was concentrated in vacuo. The residue was diluted with ethyl acetate and the solution was washed with aqueous sa...